This data is from the Open Reaction Database (ORD), a public repository of structured organic reaction records. The task is: describe an organic reaction: reactants, conditions, products, and yield The reactants are BrBr (bromine), C(#N)C1=CC=C(C=C1)C=CC1=CC=CC=C1 (4-Cyanostilbene). Solvent: CCOCC (ether). Run at time 1 hour. The product is [Br-].[Br-].C(#N)C1=CC=C(C=C1)C=CC1=CC=CC=C1 (4-cyanostilbene dibromide). Isolated yield 145.0%. Reaction SMILES: [C:1]([C:3]1[CH:8]=[CH:7][C:6]([CH:9]=[CH:10][C:11]2[CH:16]=[CH:15][CH:14]=[CH:13][CH:12]=2)=[CH:5][CH:4]=1)#[N:2].[Br:17]Br>CCOCC>[Br-:17].[Br-:17].[C:1]([C:3]1[CH:8]=[CH:7][C:6]([CH:9]=[CH:10][C:11]2[CH:16]=[CH:15][CH:14]=[CH:13][CH:12]=2)=[CH:5][CH:4]=1)#[N:2] |f:3.4.5|. Reported procedure: 4-Cyanostilbene (41 g) prepared by a known method was agitated in 300 ml of ether at room temperature, to which 33.5 g of bromine was dropwise added. After stirred for additional one hour, the reaction mixture was filtered to obtain 55.5 g of 4-cyanostilbene dibromide. Reactants: C(C)(=O)OC(C)=O (acetic anhydride), COC1=CC=C(C(=O)C2=CSC=C2)C=C1 (3-(4-Methoxybenzoyl)thiophene), S(O)(O)(=O)=O (sulfuric acid). Solvent: C(Cl)Cl (CH2Cl2). Reaction conditions: temperature -10 celsius, time 8 hour. The product is COC1=CC=C(C(=O)C=2C=C(SC2)S(=O)(=O)O)C=C1 (4-(4-Methoxybenzoyl)thiophene-2-sulfonic acid). Reaction SMILES: [CH3:1][O:2][C:3]1[CH:15]=[CH:14][C:6]([C:7]([C:9]2[CH:13]=[CH:12][S:11][CH:10]=2)=[O:8])=[CH:5][CH:4]=1.C(OC(=O)C)(=O)C.[S:23](=O)(=[O:26])([OH:25])[OH:24]>C(Cl)Cl>[CH3:1][O:2][C:3]1[CH:4]=[CH:5][C:6]([C:7]([C:9]2[CH:13]=[C:12]([S:23]([OH:26])(=[O:25])=[O:24])[S:11][CH:10]=2)=[O:8])=[CH:14][CH:15]=1. Procedure details: 9.7 g (0.05 mol) of product from Step A was dissolved in 75 ml CH2Cl2 and cooled to -10° C. Then, 15.3 g (0.15 mol) acetic anhydride was added dropwise followed by the dropwise addition of 5.9 g (0.06 mol) concentrated sulfuric acid. The resulting mixture was stirred at room temperature overnight. The reactants are CCCCC(CC)COCCCCCCCCCCOCC1CO1, CCO, NCCO. Product: CCCCC(CC)COCCCCCCCCCCOCC(O)CNCCO. As a reaction SMILES: [CH2:5]([CH:6]1[CH2:7][O:8]1)[O:9][CH2:10][CH2:11][CH2:12][CH2:13][CH2:14][CH2:15][CH2:16][CH2:17][CH2:18][CH2:19][O:20][CH2:21][CH:22]([CH2:23][CH2:24][CH2:25][CH3:26])[CH2:27][CH3:28].[CH3:29][CH2:30][OH:31].[NH2:1][CH2:2][CH2:3][OH:4]>>[NH:1]([CH2:2][CH2:3][OH:4])[CH2:7][CH:6]([CH2:5][O:9][CH2:10][CH2:11][CH2:12][CH2:13][CH2:14][CH2:15][CH2:16][CH2:17][CH2:18][CH2:19][O:20][CH2:21][CH:22]([CH2:23][CH2:24][CH2:25][CH3:26])[CH2:27][CH3:28])[OH:8]. The reactants are C(=O)([O-])[O-].[Cs+].[Cs+] (Cs2CO3), BrCC(=O)OCC (ethyl bromoacetate), FC1=C(C=CC(=C1NCC1=C(C(=CC(=C1)C)C1=CC(=CC=C1)F)F)F)O (2,4-difluoro-3-[[2-fluoro-3-(3-fluorophenyl)-5-methyl-phenyl]methylamino]phenol), C(=O)([O-])[O-].[Na+].[Na+] (Na2CO3), BrCC(=O)OCC (ethyl bromoacetate). The solvent is O (water), CC(CC)=O (2-butanone). Reaction conditions: time 3 hour. Product: FC1=C(OCC(=O)OCC)C=CC(=C1NCC1=C(C(=CC(=C1)C)C1=CC(=CC=C1)F)F)F (Ethyl 2-[2,4-difluoro-3-[[2-fluoro-3-(3-fluorophenyl)-5-methyl-phenyl]methylamino]phenoxy]acetate). Isolated yield 74.5%. RXN SMILES: [F:1][C:2]1[C:7]([NH:8][CH2:9][C:10]2[CH:15]=[C:14]([CH3:16])[CH:13]=[C:12]([C:17]3[CH:22]=[CH:21][CH:20]=[C:19]([F:23])[CH:18]=3)[C:11]=2[F:24])=[C:6]([F:25])[CH:5]=[CH:4][C:3]=1[OH:26].C([O-])([O-])=O.[Na+].[Na+].Br[CH2:34][C:35]([O:37][CH2:38][CH3:39])=[O:36].C([O-])([O-])=O.[Cs+].[Cs+]>CC(=O)CC.O>[F:1][C:2]1[C:7]([NH:8][CH2:9][C:10]2[CH:15]=[C:14]([CH3:16])[CH:13]=[C:12]([C:17]3[CH:22]=[CH:21][CH:20]=[C:19]([F:23])[CH:18]=3)[C:11]=2[F:24])=[C:6]([F:25])[CH:5]=[CH:4][C:3]=1[O:26][CH2:34][C:35]([O:37][CH2:38][CH3:39])=[O:36] |f:1.2.3,5.6.7|. Reported procedure: To a stirred solution of 2,4-difluoro-3-[[2-fluoro-3-(3-fluorophenyl)-5-methyl-phenyl]methylamino]phenol (100 mg, 0.30 mmol, 1.0 eq) and Na2CO3 (58 mg, 0.60 mmol, 2.0 eq) in 2-butanone (10 mL) was added ethyl bromoacetate (75.1 mg, 0.45 mmol, 1.5 eq). The mixture was stirred at room temperature for 3 h. TLC showed the reaction to be incomplete so Cs2CO3 (50 mg, 0.15 mmol, 0.5 eq) was added and the reaction stirred a further 3 h. TLC showed the reaction was still not finished so ethyl bromoacetat... Starting materials: Cc1cccc2nc3n(c12)CC(c1ccccn1)S3, O=C(OO)c1cccc(Cl)c1. As a reaction SMILES: [CH3:1][c:2]1[cH:3][cH:4][cH:5][c:6]2[c:7]1[n:8]1[c:9]([n:10]2)[S:11][CH:12]([c:14]2[n:15][cH:16][cH:17][cH:18][cH:19]2)[CH2:13]1.[Cl:20][c:21]1[cH:22][c:23]([C:28](=[O:25])[O:29][OH:30])[cH:24][cH:26][cH:27]1>>[CH3:1][c:2]1[cH:3][cH:4][cH:5][c:6]2[c:7]1[n:8]1[c:9]([n:10]2)[S:11](=[O:25])[CH:12]([c:14]2[n:15][cH:16][cH:17][cH:18][cH:19]2)[CH2:13]1. Product: Cc1cccc2nc3n(c12)CC(c1ccccn1)S3=O. The reactants are [C@@H]1([C@@H](O)[C@H](O)[C@H](O1)CO)N1C=CC2=C1N=CNC2=O (7-β-D-arabinofuranosyl-3,7-dihydro-4H-pyrrolo[2,3-d]pyrimidine-4-one), C(C)(=O)OC(C)=O (acetic anhydride). Reagents/catalysts: CN(C1=CC=NC=C1)C (p-dimethylaminopyridine). Solvent: N1=CC=CC=C1 (pyridine). Product: C(C)(=O)O[C@@H]1[C@@H](O[C@@H]([C@H]1OC(C)=O)COC(C)=O)N1C=CC2=C1N=CNC2=O (7-(2,3,5-tri-O-acetyl-β-D-arabinofuranosyl)-3,7-dihydro-4H-pyrrolo[2,3-d]pyrimidin-4-one). As a reaction SMILES: [C@@H:1]1([N:10]2[C:14]3[N:15]=[CH:16][NH:17][C:18](=[O:19])[C:13]=3[CH:12]=[CH:11]2)[O:7][C@H:6]([CH2:8][OH:9])[C@@H:4]([OH:5])[C@@H:2]1[OH:3].C(O[C:24](=[O:26])[CH3:25])(=O)C>CN(C)C1C=CN=CC=1.N1C=CC=CC=1>[C:2]([O:3][C@H:2]1[C@H:4]([O:5][C:4](=[O:5])[CH3:6])[C@@H:6]([CH2:8][O:9][C:24](=[O:26])[CH3:25])[O:7][C@H:1]1[N:10]1[C:14]2[N:15]=[CH:16][NH:17][C:18](=[O:19])[C:13]=2[CH:12]=[CH:11]1)(=[O:3])[CH3:1]. Procedure: A solution of 3.0 g of 7-β-D-arabinofuranosyl-3,7-dihydro-4H-pyrrolo[2,3-d]pyrimidine-4-one, eight ml of acetic anhydride, 150 ml of pyridine, and 50 mg of p-dimethylaminopyridine is stirred at room temperature for 24 hours, evaporated in vacuo, co-evaporated with xylenes, and distributed between ethyl acetate and water. The ethyl acetate layer is washed with saturated NaHCO3 and dried with MgSO4. Removal of the ethyl acetate provides 7-(2,3,5-tri-O-acetyl-β-D-arabinofuranosyl)-3,7-dihydro-4H-py...